Dataset: the Open Reaction Database (ORD), a public repository of structured organic reaction records. Task: describe an organic reaction: reactants, conditions, products, and yield Reactants: C(C1=CC=CC=C1)C1CC2=C(CN1)C=CO2 (6-benzyl-4,5,6,7-tetrahydrofuro[3,2-c]pyridine), CNC (dimethylamine), C=O (formaldehyde). Solvent: C(C)(=O)O (acetic acid). Conditions: temperature 100 celsius, time 15 minute. The product is CN(C)CC1=CC=2CNC(CC2O1)CC1=CC=CC=C1 (N,N-dimethyl-(6-benzyl-4,5,6,7-tetrahydrofuro[3,2-c]pyridin-2-ylmethyl)amine). As a reaction SMILES: [CH2:1]([CH:8]1[NH:13][CH2:12][C:11]2[CH:14]=[CH:15][O:16][C:10]=2[CH2:9]1)[C:2]1[CH:7]=[CH:6][CH:5]=[CH:4][CH:3]=1.[CH3:17][NH:18][CH3:19].[CH2:20]=O>C(O)(=O)C>[CH3:17][N:18]([CH2:20][C:15]1[O:16][C:10]2[CH2:9][CH:8]([CH2:1][C:2]3[CH:3]=[CH:4][CH:5]=[CH:6][CH:7]=3)[NH:13][CH2:12][C:11]=2[CH:14]=1)[CH3:19]. Procedure: To a solution of 1.030 g (4.829 mmol) of 6-benzyl-4,5,6,7-tetrahydrofuro[3,2-c]pyridine in 30 ml of acetic acid, 0.52 g (5.80 mmol) of 50% aqueous dimethylamine and 0.47 g (5.80 mmol) of 37% aqueous formaldehyde were added, followed by stirring at 100° C. for 15 minutes. After the solvent was distilled off under reduced pressure, the residual solution was alkalified with aqueous sodium hydroxide and extracted with dichloromethane 3 times. The combined organic layer was dried over anhydrous magne... Starting materials: FC(C1=CC=C(C=C1)N1N=NN=C1N(C1=C(C=C(C=C1)C(F)(F)F)Cl)C(=O)OC)(F)F (1-(4-trifluoromethylphenyl)-5-(2-chloro-4-trifluoromethyl-N-methoxycarbonyl-anilino)tetrazole), [OH-].[K+] (potassium hydroxide), Cl (hydrochloric acid). The solvent is CO (methanol). The product is FC(C1=CC=C(C=C1)N1N=NN=C1NC1=C(C=C(C=C1)C(F)(F)F)Cl)(F)F (1-(4-trifluoromethylphenyl)-5-(2-chloro-4-trifluoromethylanilino)tetrazole). The yield is 95.2%. As a reaction SMILES: [F:1][C:2]([F:31])([F:30])[C:3]1[CH:8]=[CH:7][C:6]([N:9]2[C:13]([N:14](C(OC)=O)[C:15]3[CH:20]=[CH:19][C:18]([C:21]([F:24])([F:23])[F:22])=[CH:17][C:16]=3[Cl:25])=[N:12][N:11]=[N:10]2)=[CH:5][CH:4]=1.[OH-].[K+].Cl>CO>[F:31][C:2]([F:1])([F:30])[C:3]1[CH:4]=[CH:5][C:6]([N:9]2[C:13]([NH:14][C:15]3[CH:20]=[CH:19][C:18]([C:21]([F:22])([F:23])[F:24])=[CH:17][C:16]=3[Cl:25])=[N:12][N:11]=[N:10]2)=[CH:7][CH:8]=1 |f:1.2|. Procedure: A mixed solution of 1-(4-trifluoromethylphenyl)-5-(2-chloro-4-trifluoromethyl-N-methoxycarbonyl-anilino)tetrazole (1.2 g), methanol (15 ml) and potassium hydroxide (0.4 g) was stirred at room temperature for 3 hours. After the completion of the reaction, hydrochloric acid (5%; 80 ml) was added thereto. The precipitated crystals were collected by filtration and washed with water to obtain 1-(4-trifluoromethylphenyl)-5-(2-chloro-4-trifluoromethylanilino)tetrazole (1.0 g). Reactants: Cl.N(C(=N)N)C[C@@H]1CC[C@H](CC1)C(=O)O (trans-4-guanidinomethylcyclohexanecarboxylic acid hydrochloride), S(=O)(Cl)Cl (thionyl chloride). Conditions: time 3 hour. Product: Cl.N(C(=N)N)C[C@@H]1CC[C@H](CC1)C(=O)Cl (trans-4-guanidinomethylcyclohexanecarboxylic acid chloride hydrochloride). As a reaction SMILES: [ClH:1].[NH:2]([CH2:6][C@H:7]1[CH2:12][CH2:11][C@H:10]([C:13]([OH:15])=O)[CH2:9][CH2:8]1)[C:3]([NH2:5])=[NH:4].S(Cl)([Cl:18])=O>>[ClH:18].[NH:2]([CH2:6][C@H:7]1[CH2:12][CH2:11][C@H:10]([C:13]([Cl:1])=[O:15])[CH2:9][CH2:8]1)[C:3]([NH2:5])=[NH:4] |f:0.1,3.4|. Procedure: A suspension of trans-4-guanidinomethylcyclohexanecarboxylic acid hydrochloride (1.2 g) and thionyl chloride (15 ml) was stirred at room temperature for 3 hours. Thereafter, excess thionyl chloride was removed by distillation under reduced pressure. The residue was washed with anhydrous ethyl ether to obtain trans-4-guanidinomethylcyclohexanecarboxylic acid chloride hydrochloride (1.2 g) as colorless powder.